From a dataset of the Open Reaction Database (ORD), a public repository of structured organic reaction records. describe an organic reaction: reactants, conditions, products, and yield Solvent: O1CCCC1 (tetrahydrofuran). The reagents and catalysts are C(C)(C)(C)P(C(C)(C)C)(C(C)(C)C)[Pd-2]P(C(C)(C)C)(C(C)(C)C)C(C)(C)C (Bis-(tri-t-Butylphosphino)palladium (0)). Product: [N+](=O)([O-])C1=NN(C=C1C=1C=C(C=CC1O)C1=CC(=CC=C1)C(F)(F)F)C1OCCCC1 (3-(3-Nitro-1-(tetrahydro-2H-pyran-2-yl)-1H-pyrazol-4-yl)-3′-(trifluoromethyl)biphenyl-4-ol). RXN SMILES: I[C:2]1[CH:3]=[C:4]([C:9]2[CH:14]=[CH:13][CH:12]=[C:11]([C:15]([F:18])([F:17])[F:16])[CH:10]=2)[CH:5]=[CH:6][C:7]=1[OH:8].[N+:19]([C:22]1[C:26](B2OC(C)(C)C(C)(C)O2)=[CH:25][N:24]([CH:36]2[CH2:41][CH2:40][CH2:39][CH2:38][O:37]2)[N:23]=1)([O-:21])=[O:20].[F-].[K+]>O1CCCC1.C(P([Pd-2]P(C(C)(C)C)(C(C)(C)C)C(C)(C)C)(C(C)(C)C)C(C)(C)C)(C)(C)C>[N+:19]([C:22]1[C:26]([C:2]2[CH:3]=[C:4]([C:9]3[CH:14]=[CH:13][CH:12]=[C:11]([C:15]([F:18])([F:17])[F:16])[CH:10]=3)[CH:5]=[CH:6][C:7]=2[OH:8])=[CH:25][N:24]([CH:36]2[CH2:41][CH2:40][CH2:39][CH2:38][O:37]2)[N:23]=1)([O-:21])=[O:20] |f:2.3|. Starting materials: IC=1C=C(C=CC1O)C1=CC(=CC=C1)C(F)(F)F (3-iodo-3′-(trifluoromethyl)biphenyl-4-ol), [N+](=O)([O-])C1=NN(C=C1B1OC(C(O1)(C)C)(C)C)C1OCCCC1 (3-nitro-1-(tetrahydro-2H-pyran-2-yl)-4-(4,4,5,5-tetramethyl-1,3,2-dioxaborolan-2-yl)-1H-pyrazole), [F-].[K+] (potassium fluoride). Conditions: temperature 65 celsius. The yield is 60.3%. Reported procedure: A mixture of 3-iodo-3′-(trifluoromethyl)biphenyl-4-ol (Preparation 2, 0.5 g, 1.3 mmol), 3-nitro-1-(tetrahydro-2H-pyran-2-yl)-4-(4,4,5,5-tetramethyl-1,3,2-dioxaborolan-2-yl)-1H-pyrazole (0.42 g, 1.3 mmol), potassium fluoride (0.39 g, 0.65 mmol) in tetrahydrofuran (10 mL) was degassed. Bis-(tri-t-Butylphosphino)palladium (0) (35 mg, 0.068 mmol) was added and the reaction heated at 65° C. for 4 hours. After cooling the solvent was removed in vacuo and the residue was purified by silica gel chromato... Starting materials: C1CCOC1, COc1ccc(CC(=O)Cl)cc1OC, COc1ccc(SCCN)cc1OC, CCOC(C)=O, O. Yields the product COc1ccc(CC(=O)NCCSc2ccc(OC)c(OC)c2)cc1OC. RXN SMILES: [CH2:36]1[O:37][CH2:38][CH2:39][CH2:40]1.[CH3:15][O:16][c:17]1[cH:18][c:19]([CH2:25][C:26](=[O:27])[Cl:28])[cH:20][cH:21][c:22]1[O:23][CH3:24].[CH3:1][O:2][c:3]1[cH:4][c:5]([S:11][CH2:12][CH2:13][NH2:14])[cH:6][cH:7][c:8]1[O:9][CH3:10].[CH3:30][CH2:31][O:32][C:33]([CH3:34])=[O:35].[OH2:29]>>[CH3:1][O:2][c:3]1[cH:4][c:5]([S:11][CH2:12][CH2:13][NH:14][C:26]([CH2:25][c:19]2[cH:18][c:17]([O:16][CH3:15])[c:22]([O:23][CH3:24])[cH:21][cH:20]2)=[O:27])[cH:6][cH:7][c:8]1[O:9][CH3:10]. Reactants: CC(=O)Cl, Nc1cccc(O)c1. As a reaction SMILES: [CH3:9][C:10]([Cl:11])=[O:12].[NH2:1][c:2]1[cH:3][cH:4][cH:5][c:6]([OH:7])[cH:8]1>>[NH:1]([c:2]1[cH:3][cH:4][cH:5][c:6]([OH:7])[cH:8]1)[C:10]([CH3:9])=[O:12]. Yields the product CC(=O)Nc1cccc(O)c1.